From a dataset of the Open Reaction Database (ORD), a public repository of structured organic reaction records. describe an organic reaction: reactants, conditions, products, and yield The reactants are CN(C(OC(C)(C)C)=O)CCN1CC=C(CC1)C1=CC(=CC=C1)[N+](=O)[O-] (tert-butyl methyl(2-(4-(3-nitrophenyl)-5,6-dihydropyridin-1 (2H)-yl)ethyl)carbamate). Yield: 91.1%. Reported procedure: A mixture of 189 (416.2 mg, 1.152 mmol) and 10% Pd/C (300 mg) in Methanol (25 mL) was shaken under H2 (50 psi) for 18 h at room temperature. The catalyst was filtered through Celite and the filtrate was taken to dryness to give 190 (349 mg, 1.05 mmol, 91% yield) as an orange oil. LRMS (ESI): calc. 333.2, found 334.2 (MH)+. The reagents and catalysts are [Pd] (Pd/C). Reaction conditions: time 18 hour. The solvent is CO (Methanol). RXN SMILES: [CH3:1][N:2]([CH2:10][CH2:11][N:12]1[CH2:17][CH2:16][C:15]([C:18]2[CH:23]=[CH:22][CH:21]=[C:20]([N+:24]([O-])=O)[CH:19]=2)=[CH:14][CH2:13]1)[C:3](=[O:9])[O:4][C:5]([CH3:8])([CH3:7])[CH3:6]>CO.[Pd]>[NH2:24][C:20]1[CH:19]=[C:18]([C:15]2[CH2:16][CH2:17][N:12]([CH2:11][CH2:10][N:2]([CH3:1])[C:3](=[O:9])[O:4][C:5]([CH3:6])([CH3:7])[CH3:8])[CH2:13][CH:14]=2)[CH:23]=[CH:22][CH:21]=1. Product: NC=1C=C(C=CC1)C1=CCN(CC1)CCN(C(OC(C)(C)C)=O)C (tert-butyl 2-(4-(3-aminophenyl)-5,6-dihydropyridin-1 (2H)-yl)ethyl(methyl)carbamate). Starting materials: N1,N2, N3, N4 -Tetra-p-tosylspermine, NCCCNCCCCNCCCN (spermine), [OH-].[Na+] (NaOH), C1(=CC=C(C=C1)S(=O)(=O)Cl)C (p-toluene-sulfonyl chloride). Solvent: C(Cl)Cl (CH2Cl2). Run at time 1 hour. Product: S(=O)(=O)(C1=CC=C(C)C=C1)C(N(S(=O)(=O)C1=CC=C(C)C=C1)S(=O)(=O)C1=CC=C(C)C=C1)(CCNCCCCNCCCN)S(=O)(=O)C1=CC=C(C)C=C1 (tetratosylspermine). The yield is 91.0%. Reaction SMILES: [NH2:1][CH2:2][CH2:3][CH2:4][NH:5][CH2:6][CH2:7][CH2:8][CH2:9][NH:10][CH2:11][CH2:12][CH2:13][NH2:14].[OH-:15].[Na+].[C:17]1([CH3:27])[CH:22]=[CH:21][C:20]([S:23](Cl)(=[O:25])=[O:24])=[CH:19][CH:18]=1>C(Cl)Cl>[S:23]([C:13]([S:23]([C:20]1[CH:21]=[CH:22][C:17]([CH3:27])=[CH:18][CH:19]=1)(=[O:25])=[O:24])([CH2:12][CH2:11][NH:10][CH2:9][CH2:8][CH2:7][CH2:6][NH:5][CH2:4][CH2:3][CH2:2][NH2:1])[N:14]([S:23]([C:20]1[CH:21]=[CH:22][C:17]([CH3:27])=[CH:18][CH:19]=1)(=[O:25])=[O:24])[S:23]([C:20]1[CH:21]=[CH:22][C:17]([CH3:27])=[CH:18][CH:19]=1)(=[O:24])=[O:15])([C:20]1[CH:21]=[CH:22][C:17]([CH3:27])=[CH:18][CH:19]=1)(=[O:25])=[O:24] |f:1.2|. Procedure: N1,N2, N3, N4 -Tetra-p-tosylspermine, To spermine tetrahydrocbloride (4.53 g, 13.0 mmol) and 10% aqueous NaOH (200 mL, 132 mmol) at 0° is added dropwise p-toluene-sulfonyl chloride (9.98 g, 52.3 mmol) in CH2Cl2 with rapid stirring. After 1 hr the mixture is allowed to warm to room temperature and to stir for 2 days. The organic phase is separated and washed with 0.5 N HCl, H2O, and brine, dried over Na2SO4 and purified on silica gel (450 g, 3% MeOH/CHCl3) to give 9.69 g, 91% yield of tetratosyls... Reactants: C(C)OC(C(C)(OC1=C(C=C(C=C1)OCCC=1C(=NC(=CC1)C1=CC=C(C=C1)C(F)(F)F)C)C)C)=O (2-methyl-2-(2-methyl-4-{2-[2-methyl-6-(4-trifluoromethyl-phenyl)-pyridin-3-yl]-ethoxy}-phenoxy)-propionic acid ethyl ester), [OH-].[Na+] (NaOH), ice AcOEt HCl. The solvent is C1CCOC1.CCO (THF EtOH). Reaction conditions: time 4 hour. Yields the product CC(C(=O)O)(C)OC1=C(C=C(C=C1)OCCC=1C(=NC(=CC1)C1=CC=C(C=C1)C(F)(F)F)C)C (2-Methyl-2-(2-methyl-4-{2-[2-methyl-6-(4-trifluoromethyl-phenyl)-pyridin-3-yl]-ethoxy}-phenoxy)-propionic acid). RXN SMILES: C([O:3][C:4](=[O:36])[C:5]([CH3:35])([O:7][C:8]1[CH:13]=[CH:12][C:11]([O:14][CH2:15][CH2:16][C:17]2[C:18]([CH3:33])=[N:19][C:20]([C:23]3[CH:28]=[CH:27][C:26]([C:29]([F:32])([F:31])[F:30])=[CH:25][CH:24]=3)=[CH:21][CH:22]=2)=[CH:10][C:9]=1[CH3:34])[CH3:6])C.[OH-].[Na+]>C1COCC1.CCO>[CH3:35][C:5]([O:7][C:8]1[CH:13]=[CH:12][C:11]([O:14][CH2:15][CH2:16][C:17]2[C:18]([CH3:33])=[N:19][C:20]([C:23]3[CH:24]=[CH:25][C:26]([C:29]([F:31])([F:32])[F:30])=[CH:27][CH:28]=3)=[CH:21][CH:22]=2)=[CH:10][C:9]=1[CH3:34])([CH3:6])[C:4]([OH:36])=[O:3] |f:1.2,3.4|. Procedure: 0.070 g (0.140 mmol) of the above prepared 2-methyl-2-(2-methyl-4-{2-[2-methyl-6-(4-trifluoromethyl-phenyl)-pyridin-3-yl]-ethoxy}-phenoxy)-propionic acid ethyl ester was dissolved in 0.84 ml of THF/EtOH=1/1, treated with 0.42 ml (3 eq.) of 1N NaOH and kept at ambient temperature for 4 h. The reaction mixture was then poured onto crashed ice/AcOEt/HCl dil., the aqueous phase extracted again with AcOEt; the combined organic layers were washed with water, dried over sodium sulfate, and evaporated t... Reactants: COC1=CC2=CC=C([N+](=C2C=C1)[O-])C (6-Methoxyquinaldine N-Oxide), C1(=CC=C(C=C1)S(=O)(=O)Cl)C (p-toluenesulfonylchloride). Solvent: ClC(C)Cl (dichloroethane). Conditions: temperature 100 celsius. Product: ClCC1=NC2=CC=C(C=C2C=C1)OC (2-(Chloromethyl)-6-methoxyquinoline). Yield: 34.1%. RXN SMILES: [CH3:1][O:2][C:3]1[CH:12]=[CH:11][C:10]2[C:5](=[CH:6][CH:7]=[C:8]([CH3:14])[N+:9]=2[O-])[CH:4]=1.C1(C)C=CC(S([Cl:24])(=O)=O)=CC=1>ClC(Cl)C>[Cl:24][CH2:14][C:8]1[CH:7]=[CH:6][C:5]2[C:10](=[CH:11][CH:12]=[C:3]([O:2][CH3:1])[CH:4]=2)[N:9]=1. Procedure details: 6-Methoxyquinaldine N-Oxide (6.94 g, 36.71 mmol) was added to a stirring solution of p-toluenesulfonylchloride (7.0 g, 36.84 mmol) in dichloroethane (100 mL). The reaction was heated to 100° C. overnight, partitioned between 10% K2CO3 /ethyl acetate, dried over MgSO4, and evaporated under reduced pressure. The crude solid was purified by HPLC to afford 2.6 g (37%) of chloride. Yields the product C[C@@H]1N([C@@H](CCC1)C)C1=NN=C2N1C=C(C=C2)O[C@@H]2CC[C@@H](C1=CC=CC=C21)NC(=O)NC2=CC(=CC(=C2)N2CCOCC2)F (1-{(1S,4R)-4-[3-((2S,6R)-2,6-Dimethyl-piperidin-1-yl)-[1,2,4]triazolo[4,3-a]pyridin-6-yloxy]-1,2,3,4-tetrahydro-naphthalen-1-yl}-3-(3-fluoro-5-morpholin-4-yl-phenyl)-urea). Reported procedure: The title compound was prepared starting from Intermediate 96c and intermediate 115a using analogous procedures to those described in Example 99. LCMS (Method 5): Rt 4.70 min, m/z 614 [MH+]. 1H NMR (400 MHz, d6-DMSO): 0.55 (3H, d, J=6.3 Hz), 0.59 (3H, d, J=6.3 Hz), 1.35-1.53 (3H, m), 1.63-1.69 (2H, m), 1.72-1.78 (1H, m), 1.82-1.99 (2H, m), 2.00-2.13 (2H, m), 3.03 (4H, t, J=4.8 Hz), 3.08-3.20 (2H, m), 3.65-3.69 (2H, t, J=4.8 Hz), 4.80-4.88 (1H, td, J=8.7, 5.5 Hz), 5.50 (1H, t, J=4.0 Hz), 6.31 (1H... RXN SMILES: [CH3:1][C@H:2]1[CH2:7][CH2:6][CH2:5][C@@H:4]([CH3:8])[N:3]1[C:9]1[N:13]2[CH:14]=[C:15]([O:18][C@H:19]3[C:28]4[C:23](=[CH:24][CH:25]=[CH:26][CH:27]=4)[C@@H:22]([NH2:29])[CH2:21][CH2:20]3)[CH:16]=[CH:17][C:12]2=[N:11][N:10]=1.ClC(Cl)(Cl)C[O:33][C:34](=O)[NH:35][C:36]1[CH:41]=[C:40]([N:42]2[CH2:47][CH2:46][O:45][CH2:44][CH2:43]2)[CH:39]=[C:38]([F:48])[CH:37]=1>>[CH3:8][C@H:4]1[CH2:5][CH2:6][CH2:7][C@@H:2]([CH3:1])[N:3]1[C:9]1[N:13]2[CH:14]=[C:15]([O:18][C@H:19]3[C:28]4[C:23](=[CH:24][CH:25]=[CH:26][CH:27]=4)[C@@H:22]([NH:29][C:34]([NH:35][C:36]4[CH:41]=[C:40]([N:42]5[CH2:47][CH2:46][O:45][CH2:44][CH2:43]5)[CH:39]=[C:38]([F:48])[CH:37]=4)=[O:33])[CH2:21][CH2:20]3)[CH:16]=[CH:17][C:12]2=[N:11][N:10]=1. Reactants: C[C@@H]1N([C@@H](CCC1)C)C1=NN=C2N1C=C(C=C2)O[C@@H]2CC[C@@H](C1=CC=CC=C21)N ((1S,4R)-4-[3-(cis-2,6-Dimethyl-piperidin-1-yl)-[1,2,4]triazolo[4,3-a]pyridin-6-yloxy]-1,2,3,4-tetrahydro-naphthalen-1-ylamine), ClC(COC(NC1=CC(=CC(=C1)N1CCOCC1)F)=O)(Cl)Cl ((3-Fluoro-5-morpholin-4-yl-phenyl)-carbamic acid 2,2,2-trichloro-ethyl ester). Reactants: ClC1=CC(=CC=C1)C(=O)OO (m-chloroperbenzoic acid), C(CCC)SC1CC(N1CC(CCC1=CC=CC=C1)=O)=O (4-butylthio-N-(4-phenyl-2-oxobutyl)azetidin-2-one), C(O)([O-])=O.[Na+] (sodium hydrogen carbonate), S(=O)([O-])[O-].[Na+].[Na+] (sodium sulphite). The solvent is ClCCl (dichloromethane), ClCCl (dichloromethane), CCOCC (ether). Run at time 30 minute. The product is C(CCC)S(=O)C1CC(N1CC(CCC1=CC=CC=C1)=O)=O (4-Butylsul finyl-1-(4-phenyl-2-oxobutyl)azetidin-2-one). As a reaction SMILES: ClC1C=CC=C(C(OO)=[O:9])C=1.[CH2:12]([S:16][CH:17]1[N:20]([CH2:21][C:22](=[O:31])[CH2:23][CH2:24][C:25]2[CH:30]=[CH:29][CH:28]=[CH:27][CH:26]=2)[C:19](=[O:32])[CH2:18]1)[CH2:13][CH2:14][CH3:15].C(=O)([O-])O.[Na+].S([O-])([O-])=O.[Na+].[Na+]>ClCCl.CCOCC>[CH2:12]([S:16]([CH:17]1[N:20]([CH2:21][C:22](=[O:31])[CH2:23][CH2:24][C:25]2[CH:30]=[CH:29][CH:28]=[CH:27][CH:26]=2)[C:19](=[O:32])[CH2:18]1)=[O:9])[CH2:13][CH2:14][CH3:15] |f:2.3,4.5.6|. Procedure details: A solution of m-chloroperbenzoic acid (0.81 g, 0.0047 moles) in dichloromethane (50 ml) was added dropwise to a stirred solution of 4-butylthio-N-(4-phenyl-2-oxobutyl)azetidin-2-one (1.2 g, 0.0039 moles) in dichloromethane (50 ml) at -60° C. Stirring continued at -60° C. for 30 minutes then the mixture was poured into an aqueous solution of sodium hydrogen carbonate and sodium sulphite. The layers were separated and the aqueous was extracted with dichloromethane. The combined extracts were dried... Reactants: CCOC(C)=O, CCCCCC, CCO, C=Cc1cc(Cl)c2c(c1)CN(Cc1ccc(Cl)cc1)C2=O, [H][H]. The product is CCc1cc(Cl)c2c(c1)CN(Cc1ccc(Cl)cc1)C2=O. RXN SMILES: [C:24]([O:25][CH2:26][CH3:27])(=[O:28])[CH3:29].[CH3:30][CH2:31][CH2:32][CH2:33][CH2:34][CH3:35].[CH3:36][CH2:37][OH:38].[Cl:1][c:2]1[cH:3][c:4]([CH:20]=[CH2:21])[cH:5][c:6]2[c:10]1[C:9](=[O:11])[N:8]([CH2:12][c:13]1[cH:14][cH:15][c:16]([Cl:19])[cH:17][cH:18]1)[CH2:7]2.[H:22][H:23]>>[Cl:1][c:2]1[cH:3][c:4]([CH2:20][CH3:21])[cH:5][c:6]2[c:10]1[C:9](=[O:11])[N:8]([CH2:12][c:13]1[cH:14][cH:15][c:16]([Cl:19])[cH:17][cH:18]1)[CH2:7]2.